The task is: describe an organic reaction: reactants, conditions, products, and yield. This data is from the Open Reaction Database (ORD), a public repository of structured organic reaction records. Reactants: CC(C(=O)OC(C)(C)C)C(C)O (t-butyl 2-methyl-3hydroxybutanoate), C(CCCCCCCCCCC)(=O)OC=C (vinyl laurate). Run at temperature 35 celsius, time 7 day. Yields the product CC(C(=O)OC(C)(C)C)[C@H](C)O (t-butyl (3S)-2-methyl-3-hydroxybutanoate), t-butyl (3R)-2-methyl-3-dodecanoyloxy butanoate. Isolated yield 43.3%. As a reaction SMILES: [CH3:1][CH:2]([CH:10]([OH:12])[CH3:11])[C:3]([O:5][C:6]([CH3:9])([CH3:8])[CH3:7])=[O:4].C(OC=C)(=O)CCCCCCCCCCC>>[CH3:1][CH:2]([C@@H:10]([OH:12])[CH3:11])[C:3]([O:5][C:6]([CH3:8])([CH3:7])[CH3:9])=[O:4]. Reported procedure: A mixture of a racemate, t-butyl 2-methyl-3hydroxybutanoate 30 g, vinyl laurate 40 g, and Lipase P (Amano Pharmaceutical Co., Ltd.) 8.0 g was stirred at 35° C. for 7 days. After stopping the reaction, the enzyme was removed by filtration and washed with n-heptane on a filter paper. n-Heptane was distilled off from the filtrate and the residue was subjected to a vacuum distillation to give 13 g of t-butyl (3S)-2-methyl-3-hydroxybutanoate of the following formula, ##STR25## and 23 g of t-butyl (3R... The reactants are C(\C=C/C(=O)O)(=O)O.COC1=CC2=C(C(CNCC2)OC2=CC=C(C=C2)[N+](=O)[O-])C=C1OC (7,8-dimethoxy-1-(4-nitrophenoxy)-2,3,4,5-tetrahydro-3-benzazepine maleate), C([O-])([O-])=O.[Na+].[Na+] (sodium carbonate), O (water). The solvent is C(=O)O (formic acid), C=O (formaldehyde). Product: C(C(=O)O)(=O)O.COC1=CC2=C(C(CN(CC2)C)OC2=CC=C(C=C2)[N+](=O)[O-])C=C1OC (7,8-Dimethoxy-3-methyl-1-(4-nitrophenoxy)-2,3,4,5-tetrahydro-3-benzazepine oxalate). The yield is 74.0%. As a reaction SMILES: [C:1](O)(=O)/C=C\[C:4]([OH:6])=[O:5].[CH3:9][O:10][C:11]1[C:31]([O:32][CH3:33])=[CH:30][C:14]2[CH:15]([O:20][C:21]3[CH:26]=[CH:25][C:24]([N+:27]([O-:29])=[O:28])=[CH:23][CH:22]=3)[CH2:16][NH:17][CH2:18][CH2:19][C:13]=2[CH:12]=1.O.[C:35](=[O:38])([O-:37])[O-].[Na+].[Na+]>C(O)=O.C=O>[C:4]([OH:6])(=[O:5])[C:35]([OH:37])=[O:38].[CH3:9][O:10][C:11]1[C:31]([O:32][CH3:33])=[CH:30][C:14]2[CH:15]([O:20][C:21]3[CH:22]=[CH:23][C:24]([N+:27]([O-:29])=[O:28])=[CH:25][CH:26]=3)[CH2:16][N:17]([CH3:1])[CH2:18][CH2:19][C:13]=2[CH:12]=1 |f:0.1,3.4.5,8.9|. Procedure: A solution of 7,8-dimethoxy-1-(4-nitrophenoxy)-2,3,4,5-tetrahydro-3-benzazepine of Example 49, (6 g, 17.4 mmole) in 25 ml 95% formic acid and 25 ml 37% aqueous formaldehyde solution was stirred at 75° C. for 1.5 hours. After cooling, the reaction mixture was stirred with water, basified with sodium carbonate and was extracted with dichloromethane. The organic extract was washed with water and saturated sodium chloride and was dried (anhydrous MgSO4), filtered and evaporated to 6.2 g of an oil. T... The reactants are N1CCCCC1 (piperidine), BrC=1SC=CC1 (2-bromothiophene), C[Si](C)(C)C#C ((trimethylsilyl)acetylene). Reagents/catalysts: C1=CC=C(C=C1)P(C2=CC=CC=C2)C3=CC=CC=C3 (PPh3), [Cu]I (CuI), C=1C=CC(=CC1)[P](C=2C=CC=CC2)(C=3C=CC=CC3)[Pd]([P](C=4C=CC=CC4)(C=5C=CC=CC5)C=6C=CC=CC6)([P](C=7C=CC=CC7)(C=8C=CC=CC8)C=9C=CC=CC9)[P](C=1C=CC=CC1)(C=1C=CC=CC1)C=1C=CC=CC1 (Pd(PPh3)4). Solvent: CCCCC (pentane), O (water). Product: S1C(=CC=C1)C#C[Si](C)(C)C (2-(2-thienyl)-1-trimethylsilylacetylene). Isolated yield 78.5%. Reaction SMILES: N1CCCCC1.Br[C:8]1[S:9][CH:10]=[CH:11][CH:12]=1.[CH3:13][Si:14]([C:17]#[CH:18])([CH3:16])[CH3:15]>CCCCC.O.C1C=CC([P]([Pd]([P](C2C=CC=CC=2)(C2C=CC=CC=2)C2C=CC=CC=2)([P](C2C=CC=CC=2)(C2C=CC=CC=2)C2C=CC=CC=2)[P](C2C=CC=CC=2)(C2C=CC=CC=2)C2C=CC=CC=2)(C2C=CC=CC=2)C2C=CC=CC=2)=CC=1.[Cu]I.C1C=CC(P(C2C=CC=CC=2)C2C=CC=CC=2)=CC=1>[S:9]1[CH:10]=[CH:11][CH:12]=[C:8]1[C:18]#[C:17][Si:14]([CH3:16])([CH3:15])[CH3:13] |^1:28,30,49,68|. Procedure: To a mixture of piperidine (10 mL, 93.9 mmol), 2-bromothiophene (3.21 g, 19.7 mmol), and (trimethylsilyl)acetylene (2.13 g, 21.7 mmol) was added Pd(PPh3)4 (0.03 g, 0.026 mmol), followed by CuI (0.01 g, 0.05 mmol) and PPh3 (0.015 g, 0.057 mmol). The reaction mixture was heated at the reflux temperature for 45 min., and was allowed to cool to room temperature. The resulting dark brown slurry was diluted with pentane (20 mL) and water (20 mL) and the aqueous layer was extracted with pentane (2×20 m... The reactants are COC1=C(OC)C(=O)C(Cc2ccc(OC(C)=O)c(C(=O)Nc3cccc([N+](=O)[O-])c3)c2)=C(C)C1=O, CO, [Na+], O, O=C([O-])O. Yields the product COC1=C(OC)C(=O)C(Cc2ccc(O)c(C(=O)Nc3cccc([N+](=O)[O-])c3)c2)=C(C)C1=O. Reaction SMILES: [CH3:1][O:2][C:3]1=[C:8]([O:9][CH3:10])[C:7](=[O:11])[C:6]([CH2:12][c:13]2[cH:14][cH:15][c:16]([O:31][C:32](=[O:33])[CH3:34])[c:17]([C:18](=[O:19])[NH:20][c:21]3[cH:22][c:23]([N+:27](=[O:28])[O-:29])[cH:24][cH:25][cH:26]3)[cH:30]2)=[C:5]([CH3:35])[C:4]1=[O:36].[CH3:42][OH:43].[Na+:37].[OH2:44].[OH:38][C:39](=[O:40])[O-:41]>>[CH3:1][O:2][C:3]1=[C:8]([O:9][CH3:10])[C:7](=[O:11])[C:6]([CH2:12][c:13]2[cH:14][cH:15][c:16]([OH:31])[c:17]([C:18](=[O:19])[NH:20][c:21]3[cH:22][c:23]([N+:27](=[O:28])[O-:29])[cH:24][cH:25][cH:26]3)[cH:30]2)=[C:5]([CH3:35])[C:4]1=[O:36]. Starting materials: ice water, C1(=CC=CC=C1)C(N1CC(C1)OCC(COC1=C2C=C(NC2=CC=C1)C(=O)N)O)C1=CC=CC=C1 (4-(3-(1-diphenylmethylazetidin-3-oxy)-2-hydroxypropoxy)-1H-indole-2-carboxamide), FC(C(=O)OC(C(F)(F)F)=O)(F)F (trifluoroacetic anhydride). The solvent is O1CCOCC1 (dioxane), N1=CC=CC=C1 (pyridine), O1CCOCC1 (dioxane). Conditions: time 2 hour. Product: C1(=CC=CC=C1)C(N1CC(C1)OCC(COC1=C2C=C(NC2=CC=C1)C#N)O)C1=CC=CC=C1 (4-(3-(1-Diphenylmethylazetidin-3-oxy)-2-hydroxypropoxy)1H-indole-2-carbonitrile). As a reaction SMILES: [C:1]1([CH:7]([C:30]2[CH:35]=[CH:34][CH:33]=[CH:32][CH:31]=2)[N:8]2[CH2:11][CH:10]([O:12][CH2:13][CH:14]([OH:29])[CH2:15][O:16][C:17]3[CH:25]=[CH:24][CH:23]=[C:22]4[C:18]=3[CH:19]=[C:20]([C:26]([NH2:28])=O)[NH:21]4)[CH2:9]2)[CH:6]=[CH:5][CH:4]=[CH:3][CH:2]=1.FC(F)(F)C(OC(=O)C(F)(F)F)=O>O1CCOCC1.N1C=CC=CC=1>[C:30]1([CH:7]([C:1]2[CH:2]=[CH:3][CH:4]=[CH:5][CH:6]=2)[N:8]2[CH2:11][CH:10]([O:12][CH2:13][CH:14]([OH:29])[CH2:15][O:16][C:17]3[CH:25]=[CH:24][CH:23]=[C:22]4[C:18]=3[CH:19]=[C:20]([C:26]#[N:28])[NH:21]4)[CH2:9]2)[CH:31]=[CH:32][CH:33]=[CH:34][CH:35]=1. Reported procedure: 10.0 g of 4-(3-(1-diphenylmethylazetidin-3-oxy)-2-hydroxypropoxy)-1H-indole-2-carboxamide are dissolved in a mixture of 112 ml of dioxane and 10 g of pyridine and 10 ml of trifluoroacetic anhydride in 10 ml of dioxane are added at 10° C. After standing for two hours at room temperature, the mixture is stirred into ice water. The mixture is extracted using methylene chloride, washed first with dilute NaOH, then with water, and the organic phase is dried over sodium sulphate and concentrated. The ...